This data is from the Open Reaction Database (ORD), a public repository of structured organic reaction records. The task is: describe an organic reaction: reactants, conditions, products, and yield Reactants: COC=1C=C(C=CC1OC)C(C)=O (3′,4′-Dimethoxyacetophenone), Cl.[N+](=O)([O-])C1=CC=C(CON)C=C1 (O-(4-Nitrobenzyl)hydroxylamine Hydrochloride). Yields the product [N+](=O)([O-])C1=CC=C(CO\N=C(/C)\C2=CC(=C(C=C2)OC)OC)C=C1 ((E)-3′,4′-Dimethoxyacetophenone O-4-Nitrobenzyl Oxime). Yield: 80.8%. As a reaction SMILES: [CH3:1][O:2][C:3]1[CH:4]=[C:5]([C:11](=O)[CH3:12])[CH:6]=[CH:7][C:8]=1[O:9][CH3:10].Cl.[N+:15]([C:18]1[CH:26]=[CH:25][C:21]([CH2:22][O:23][NH2:24])=[CH:20][CH:19]=1)([O-:17])=[O:16]>>[N+:15]([C:18]1[CH:19]=[CH:20][C:21]([CH2:22][O:23]/[N:24]=[C:11](/[C:5]2[CH:6]=[CH:7][C:8]([O:9][CH3:10])=[C:3]([O:2][CH3:1])[CH:4]=2)\[CH3:12])=[CH:25][CH:26]=1)([O-:17])=[O:16] |f:1.2|. Procedure details: 3′,4′-Dimethoxyacetophenone (23) (150 g, 0.832 mmol) was condensed with compound 19 (187 mg, 0.914 mmol) according to the general procedure II-A defined above. After being heated for 3 h the mixture was cooled and the resulting solid filtered off and washed with cold isopropanol (3.0 mL) to afford the title compound CP30257 (222 mg, 81%) as a white solid, m.p. 118.4-121.0° C. Reactants: COC1=C2SC=3C=CC(=CC3C(C2=CC=C1)=O)[N+](=O)[O-] (5-methoxy-2-nitro-thioxanthene-9-one), B.C1CCOC1 (borane THF). The solvent is O1CCCC1 (tetrahydrofuran). Run at time 8 hour. The product is COC1=C2SC=3C=CC(=CC3CC2=CC=C1)[N+](=O)[O-] (5-Methoxy-2-nitro 9H-thioxanthene). Isolated yield 49.8%. Reaction SMILES: [CH3:1][O:2][C:3]1[CH:16]=[CH:15][CH:14]=[C:13]2[C:4]=1[S:5][C:6]1[CH:7]=[CH:8][C:9]([N+:18]([O-:20])=[O:19])=[CH:10][C:11]=1[C:12]2=O.B.C1COCC1>O1CCCC1>[CH3:1][O:2][C:3]1[CH:16]=[CH:15][CH:14]=[C:13]2[C:4]=1[S:5][C:6]1[CH:7]=[CH:8][C:9]([N+:18]([O-:20])=[O:19])=[CH:10][C:11]=1[CH2:12]2 |f:1.2|. Reported procedure: To a cooled (0° C.) suspension of 5-methoxy-2-nitro-thioxanthene-9-one (24.46 g, 85.13 mmol) in anhydrous tetrahydrofuran (40 ml) under nitrogen atmosphere, was added drop wise borane-THF complex (170 ml, 1.0M in THF). The mixture was allowed to warm to room temperature with stirring overnight. The reaction mixture was cooled (0° C.) and the excess borane was quenched with acetone. The solvent was evaporated in vacuo. The residue was purified by flash chromatography (1:1, dichloromethane/hexane)... Reactants: C(#N)N=C(OC(C)C)C1=CC=NC=C1 (Isopropyl N-cyano-4-pyridinecarboximidate), COC1=C(C=CC=C1)CCN (2-(2-methoxyphenyl)ethylamine). The solvent is CO (methanol). Run at time 1 hour. Product: C(#N)NC(=NCCC1=C(C=CC=C1)OC)C1=CC=NC=C1 (N-cyano-N'-[2-(2-methoxyphenyl)ethyl]-4-pyridinecarboximidamide). Isolated yield 61.5%. Reaction SMILES: [C:1]([N:3]=[C:4]([C:9]1[CH:14]=[CH:13][N:12]=[CH:11][CH:10]=1)OC(C)C)#[N:2].[CH3:15][O:16][C:17]1[CH:22]=[CH:21][CH:20]=[CH:19][C:18]=1[CH2:23][CH2:24][NH2:25]>CO>[C:1]([NH:3][C:4]([C:9]1[CH:10]=[CH:11][N:12]=[CH:13][CH:14]=1)=[N:25][CH2:24][CH2:23][C:18]1[CH:19]=[CH:20][CH:21]=[CH:22][C:17]=1[O:16][CH3:15])#[N:2]. Procedure details: Isopropyl N-cyano-4-pyridinecarboximidate (0.50 g, 2.6 mmol) was dissolved in methanol (10 ml), and 2-(2-methoxyphenyl)ethylamine (0.44 g, 2.9 mmol) was added. The mixture was stirred at room temperature for 1 hour. After the reaction was completed, the reaction solution was concentrated under reduced pressure. The residual concentrate was subjected to chromatography on a silica gel column (WAKO GEL C-200, 40 g) eluting with chloroform-methanol (100:1). The eluted fractions were concentrated und... Starting materials: C(#N)CC1=C(C(=CC=C1)CC#N)Cl (1,3-biscyanomethyl-2-chlorobenzene), Cl.NC1=C(C=CC(=C1F)F)S (2-amino-3,4-difluorothiophenol hydrochloride). Product: FC1=C(C=CC2=C1N=C(S2)CC=2C(=C(C=CC2)CC#N)Cl)F (3-[(4,5-difluorobenzothiazol-2-yl)methyl]-2-chlorophenylacetonitrile). Yield: 20.0%. As a reaction SMILES: [C:1]([CH2:3][C:4]1[CH:9]=[CH:8][CH:7]=[C:6]([CH2:10][C:11]#[N:12])[C:5]=1[Cl:13])#[N:2].Cl.N[C:16]1[C:21]([F:22])=[C:20]([F:23])[CH:19]=[CH:18][C:17]=1[SH:24]>>[F:22][C:21]1[C:16]2[N:2]=[C:1]([CH2:3][C:4]3[C:5]([Cl:13])=[C:6]([CH2:10][C:11]#[N:12])[CH:7]=[CH:8][CH:9]=3)[S:24][C:17]=2[CH:18]=[CH:19][C:20]=1[F:23] |f:1.2|. Procedure: The procedure of Example 22-i) was repeated using 1,3-biscyanomethyl-2-chlorobenzene (870 mg, 4.4 mmol) and 2-amino-3,4-difluorothiophenol hydrochloride (956 mg, 4.8 mmol) and the resultant product was recrystallized from ethyl acetate-hexane to give 3-[(4,5-difluorobenzothiazol-2-yl)methyl]-2-chlorophenylacetonitrile (295 mg, 20%) as a colorless powder. Yields the product C(#N)C1=NNC(=C1SC(F)(F)F)N (3-cyano-4-trifluoromethylsulfenyl-5-aminopyrazole). Reported procedure: The product of Step E (55 g, 181 mmoles) was dissolved in methanol. 100 ml of ammonium hydroxide were added, the solution was refluxed for 3 hours and then stirred at room temperature for 15 hours. The methanolic solution was brought to pH7 using concentrated aqueous hydrochloric acid and diluted with ethyl acetate. The organic layer was washed several times with water and brine, dried over MgSO4 and concentrated to dryness to give an oily brown residue which was recrystallized from methyl tert-... Yield: 87.6%. Conditions: time 15 hour. Solvent: C(C)(=O)OCC (ethyl acetate), CO (methanol). As a reaction SMILES: [C:1]([C:3]1[C:7]([S:8][C:9]([F:12])([F:11])[F:10])=[C:6]([NH:13]C(=O)C(F)(F)F)[NH:5][N:4]=1)#[N:2].[OH-].[NH4+].Cl>CO.C(OCC)(=O)C>[C:1]([C:3]1[C:7]([S:8][C:9]([F:12])([F:11])[F:10])=[C:6]([NH2:13])[NH:5][N:4]=1)#[N:2] |f:1.2|. The reactants are [OH-].[NH4+] (ammonium hydroxide), C(#N)C1=NNC(=C1SC(F)(F)F)NC(C(F)(F)F)=O (3-cyano-4-trifluoromethylsulfenyl-5-(N-trifluoroacetylamino)pyrazole), Cl (hydrochloric acid). Reactants: Aqueous solution, [OH-].[Na+] (sodium hydroxide), COC(=O)[C@H]1N(CCOC1)C(=O)C1=NN(C(=C1)C1=NC=CC=C1)C=1C=NC(=CC1)OC ((3S)-4-[1-(6-methoxy-3-pyridyl)-5-(2-pyridyl)pyrazole-3-carbonyl]morpholine-3-carboxylic acid methyl ester). Run in O1CCCC1 (tetrahydrofuran). Run at time 3 hour. The product is COC1=CC=C(C=N1)N1N=C(C=C1C1=NC=CC=C1)C(=O)N1[C@@H](COCC1)C(=O)O ((3S)-4-[1-(6-Methoxy-3-pyridyl)-5-(2-pyridyl)pyrazole-3-carbonyl]morpholine-3-carboxylic acid). Reaction SMILES: [OH-].[Na+].C[O:4][C:5]([C@@H:7]1[CH2:12][O:11][CH2:10][CH2:9][N:8]1[C:13]([C:15]1[CH:19]=[C:18]([C:20]2[CH:25]=[CH:24][CH:23]=[CH:22][N:21]=2)[N:17]([C:26]2[CH:27]=[N:28][C:29]([O:32][CH3:33])=[CH:30][CH:31]=2)[N:16]=1)=[O:14])=[O:6]>O1CCCC1>[CH3:33][O:32][C:29]1[N:28]=[CH:27][C:26]([N:17]2[C:18]([C:20]3[CH:25]=[CH:24][CH:23]=[CH:22][N:21]=3)=[CH:19][C:15]([C:13]([N:8]3[CH2:9][CH2:10][O:11][CH2:12][C@H:7]3[C:5]([OH:6])=[O:4])=[O:14])=[N:16]2)=[CH:31][CH:30]=1 |f:0.1|. Procedure: 1N Aqueous solution of sodium hydroxide (3 mL) was added dropwise to the above-obtained (3S)-4-[1-(6-methoxy-3-pyridyl)-5-(2-pyridyl)pyrazole-3-carbonyl]morpholine-3-carboxylic acid methyl ester (387 mg) in tetrahydrofuran (5 mL) with ice cooling, followed by stirring at room temperature for 3 hours. The reaction mixture was partitioned between 1N aqueous solution of hydrochloric acid (3.5 mL) and chloroform. Subsequently, the organic layer was dried over sodium sulfate anhydrate. The mixture wa... Starting materials: COC1=C(C=C2C(=N1)C=CN2[Si](C(C)C)(C(C)C)C(C)C)C2CCN(CC2)C(=O)OC(C)(C)C (tert-butyl 4-(5-methoxy-1-(triisopropylsilyl)-1H-pyrrolo [3,2-b]pyridin-6-yl)piperidine-1-carboxylate), [Si](C)(C)(C)I (TMS-I). Solvent: C(Cl)Cl (CH2Cl2). Conditions: temperature 60 celsius. The product is N1CCC(CC1)C1=CC2=C(NC1=O)C=CN2 (6-(piperidin-4-yl)-1H-pyrrolo[3,2-b]pyridin-5(4H)-one). Isolated yield 85.0%. As a reaction SMILES: C[O:2][C:3]1[N:8]=[C:7]2[CH:9]=[CH:10][N:11]([Si](C(C)C)(C(C)C)C(C)C)[C:6]2=[CH:5][C:4]=1[CH:22]1[CH2:27][CH2:26][N:25](C(OC(C)(C)C)=O)[CH2:24][CH2:23]1.[Si](I)(C)(C)C>C(Cl)Cl>[NH:25]1[CH2:24][CH2:23][CH:22]([C:4]2[C:3](=[O:2])[NH:8][C:7]3[CH:9]=[CH:10][NH:11][C:6]=3[CH:5]=2)[CH2:27][CH2:26]1. Procedure details: To tert-butyl 4-(5-methoxy-1-(triisopropylsilyl)-1H-pyrrolo [3,2-b]pyridin-6-yl)piperidine-1-carboxylate (130 mg, 0.267 mmol) in CH2Cl2 (3 mL) was added TMS-I (163 μl, 1.20 mmol) at rt. The resulting brown solution was stirred at 60° C. over night. Partial of the solvent was removed on rotary vacuo, the residue was purified on reverse phase PrepHPLC to afford the expected product, 6-(piperidin-4-yl)-1H-pyrrolo[3,2-b]pyridin-5(4H)-one (49.3 mg, 85%). 1H-NMR (400 MHz, MeOD) δ ppm 1.85 (dd, J=12.84...